From a dataset of the Open Reaction Database (ORD), a public repository of structured organic reaction records. describe an organic reaction: reactants, conditions, products, and yield Starting materials: C(C)(C)(C)OC(C[C@@H](C(OCC)OCC)NS(=O)(=O)C1=C(C=C(C=C1)[N+](=O)[O-])OCC1=CC=CC=C1)=O ((S)-3-(2-benzyloxy-4-nitro-benzenesulfonylamino)-4,4-diethoxy-butyric acid tert-butyl ester), [H][H] (hydrogen). Reagents/catalysts: [Ni] (Ni). The solvent is O1CCCC1 (tetrahydrofuran). Yields the product C(C)(C)(C)OC(C[C@@H](C(OCC)OCC)NS(=O)(=O)C1=C(C=C(C=C1)N)OCC1=CC=CC=C1)=O ((S)-3-(4-amino-2-benzyloxy-benzenesulfonylamino)-4,4-diethoxy-butyric acid tert-butyl ester). The yield is 100.0%. RXN SMILES: [C:1]([O:5][C:6](=[O:37])[CH2:7][C@H:8]([NH:16][S:17]([C:20]1[CH:25]=[CH:24][C:23]([N+:26]([O-])=O)=[CH:22][C:21]=1[O:29][CH2:30][C:31]1[CH:36]=[CH:35][CH:34]=[CH:33][CH:32]=1)(=[O:19])=[O:18])[CH:9]([O:13][CH2:14][CH3:15])[O:10][CH2:11][CH3:12])([CH3:4])([CH3:3])[CH3:2].[H][H]>[Ni].O1CCCC1>[C:1]([O:5][C:6](=[O:37])[CH2:7][C@H:8]([NH:16][S:17]([C:20]1[CH:25]=[CH:24][C:23]([NH2:26])=[CH:22][C:21]=1[O:29][CH2:30][C:31]1[CH:36]=[CH:35][CH:34]=[CH:33][CH:32]=1)(=[O:19])=[O:18])[CH:9]([O:10][CH2:11][CH3:12])[O:13][CH2:14][CH3:15])([CH3:3])([CH3:4])[CH3:2]. Reported procedure: A mixture of 11.7 g (21.72 mmol) of (S)-3-(2-benzyloxy-4-nitro-benzenesulfonylamino)-4,4-diethoxy-butyric acid tert-butyl ester, 2 g Raney Ni, and 200 mL tetrahydrofuran was shaken under a 50 psi hydrogen atomosphere for 16 h at room temperature. TLC analysis indicated complete reaction. The catalyst was filtered and the resulting solution was concentrated to give 11.2 g (21.72 mmol, 100%) of (S)-3-(4-amino-2-benzyloxy-benzenesulfonylamino)-4,4-diethoxy-butyric acid tert-butyl ester as a brown o... The reactants are FC(C=1C=C(CNCC=2C=C3C(=NC2N(CC2CC2)CC2CC2)N(N=C3C)C)C=C(C1)C(F)(F)F)(F)F (5-(((3,5-bis(trifluoromethyl)benzyl)amino)methyl)-N,N-bis(cyclopropylmethyl)-1,3-dimethyl-1H-pyrazolo[3,4-b]pyridin-6-amine), ClC1=NC=C(C=N1)C(C)=O (1-(2-chloropyrimidin-5-yl)ethanone), C(=O)([O-])[O-].[K+].[K+] (K2CO3). Run in CN(C)C=O (DMF). Conditions: temperature 65 celsius, time 14 hour. Product: C1(CC1)CN(C1=C(C=C2C(=N1)N(N=C2C)C)CN(C2=NC=C(C=N2)C(C)=O)CC2=CC(=CC(=C2)C(F)(F)F)C(F)(F)F)CC2CC2 (1-(2-(((6-(bis(cyclopropylmethyl)amino)-1,3-dimethyl-1H-pyrazolo[3,4-b]pyridin-5-yl)methyl)(3,5-bis(trifluoromethyl)benzyl)amino)pyrimidin-5-yl)ethanone). As a reaction SMILES: [F:1][C:2]([F:37])([F:36])[C:3]1[CH:4]=[C:5]([CH:29]=[C:30]([C:32]([F:35])([F:34])[F:33])[CH:31]=1)[CH2:6][NH:7][CH2:8][C:9]1[CH:10]=[C:11]2[C:26]([CH3:27])=[N:25][N:24]([CH3:28])[C:12]2=[N:13][C:14]=1[N:15]([CH2:20][CH:21]1[CH2:23][CH2:22]1)[CH2:16][CH:17]1[CH2:19][CH2:18]1.Cl[C:39]1[N:44]=[CH:43][C:42]([C:45](=[O:47])[CH3:46])=[CH:41][N:40]=1.C([O-])([O-])=O.[K+].[K+]>CN(C=O)C>[CH:17]1([CH2:16][N:15]([CH2:20][CH:21]2[CH2:23][CH2:22]2)[C:14]2[N:13]=[C:12]3[N:24]([CH3:28])[N:25]=[C:26]([CH3:27])[C:11]3=[CH:10][C:9]=2[CH2:8][N:7]([CH2:6][C:5]2[CH:29]=[C:30]([C:32]([F:34])([F:35])[F:33])[CH:31]=[C:3]([C:2]([F:36])([F:1])[F:37])[CH:4]=2)[C:39]2[N:44]=[CH:43][C:42]([C:45](=[O:47])[CH3:46])=[CH:41][N:40]=2)[CH2:18][CH2:19]1 |f:2.3.4|. Procedure: 5-(((3,5-bis(trifluoromethyl)benzyl)amino)methyl)-N,N-bis(cyclopropylmethyl)-1,3-dimethyl-1H-pyrazolo[3,4-b]pyridin-6-amine (0.761 mmol, 0.400 g) in DMF was treated with 1-(2-chloropyrimidin-5-yl)ethanone (0.761 mmol, 0.119 g) and K2CO3 (2.283 mmol, 0.315 g). The reaction mixture was stirred at 60-70° C. for 12-16 h. The reaction mixture was then extracted with EtOAc. The combined organic layer was washed with water and brine solution, dried over sodium sulphate, concentrated under reduced press... Product: Cc1nc2c3cccc(Cl)c3ccn2c1CC(=O)O. As a reaction SMILES: [CH3:24][OH:25].[Cl:3][c:4]1[c:5]2[cH:6][cH:7][n:8]3[c:9]([c:10]2[cH:11][cH:12][cH:13]1)[n:14][c:15]([CH3:23])[c:16]3[CH2:17][C:18](=[O:19])[O:20][CH2:21][CH3:22].[Na+:2].[OH-:1].[OH2:26]>>[Cl:3][c:4]1[c:5]2[cH:6][cH:7][n:8]3[c:9]([c:10]2[cH:11][cH:12][cH:13]1)[n:14][c:15]([CH3:23])[c:16]3[CH2:17][C:18](=[O:19])[OH:20]. The reactants are CO, CCOC(=O)Cc1c(C)nc2c3cccc(Cl)c3ccn12, [Na+], [OH-], O. The reactants are CO, CSc1nc(Cl)cc2nccn12, [K+], [OH-]. Yields the product Oc1nc(Cl)cc2nccn12. RXN SMILES: [CH3:15][OH:16].[Cl:1][c:2]1[cH:3][c:4]2[n:5]([c:6]([S:8][CH3:9])[n:7]1)[cH:10][cH:11][n:12]2.[K+:14].[OH-:13]>>[Cl:1][c:2]1[cH:3][c:4]2[n:5]([c:6]([OH:13])[n:7]1)[cH:10][cH:11][n:12]2. The reactants are C1CCOC1, [Li]CCCC, CCOCC, CCCCCC, COc1c(C(=O)N(C)OC)ccc(Cl)c1F, FC(F)(F)C1CO1. Yields the product COc1c(C(=O)C2(C(F)(F)F)CO2)ccc(Cl)c1F. Reaction SMILES: [CH2:34]1[O:35][CH2:36][CH2:37][CH2:38]1.[CH2:8]([Li:9])[CH2:10][CH2:11][CH3:12].[CH3:29][CH2:30][O:31][CH2:32][CH3:33].[CH3:39][CH2:40][CH2:41][CH2:42][CH2:43][CH3:44].[Cl:13][c:14]1[c:15]([F:28])[c:16]([O:26][CH3:27])[c:17]([C:18](=[O:19])[N:20]([O:21][CH3:22])[CH3:23])[cH:24][cH:25]1.[F:1][C:2]([CH:3]1[CH2:4][O:5]1)([F:6])[F:7]>>[F:1][C:2]([C:3]1([C:18]([c:17]2[c:16]([O:26][CH3:27])[c:15]([F:28])[c:14]([Cl:13])[cH:25][cH:24]2)=[O:19])[CH2:4][O:5]1)([F:6])[F:7]. Reactants: ClC=1C=C2C(N(C1)CCCCS(=O)(=O)[O-])=N\C(\C2(C)C)=C\C=C(\C=C\C2=[N+](C=1C=CC3=C(C1C2(C)C)C=C(C=C3S(=O)(=O)[O-])S(=O)(=O)[O-])CCCCS(=O)(=O)[O-])/C3=CC(=CC=C3)CCCCC(=O)ON3C(CCC3=O)=O.[Na+].[Na+].[Na+] (Sodium 2-((1E,3Z,5E)-5-(5-Chloro-3,3-dimethyl-7-(4-sulfonatobutyl)-3,7-dihydro-2H-pyrrolo[2,3-b]pyridin-2-ylidene)-3-(3-(5-(2,5-dioxopyrrolidin-1-yloxy)-5-oxopentyl)phenyl)penta-1,3-dienyl)-1,1-dimethyl-3-(4-sulfonatobutyl)-1H-benzo[e]indolium-6,8-disulfonate), C(=O)(O)CCCCC=1C=C(C=CC1)/C(/C=C/C1=[N+](C2=CC=C(C=C2C1(C)C)S(=O)(=O)[O-])CCCCS(=O)(=O)[O-])=C\C=C\1/C(C=2C(N(C=C(C2)Cl)CCCCS(=O)(=O)[O-])=N1)(C)C.[Na+].[Na+] (Sodium 2-((1E,3Z,5E)-3-(3-(4-Carboxybutyl)phenyl)-5-(5-chloro-3,3-dimethyl-7-(4-sulfonatobutyl)-3,7-dihydro-2H-pyrrolo[2,3-b]pyridin-2-ylidene)penta-1,3-dienyl)-3,3-dimethyl-1-(4-sulfonatobutyl)-3H-indolium-5-sulfonate). The product is ClC=1C=C2C(N(C1)CCCCS(=O)(=O)[O-])=N\C(\C2(C)C)=C\C=C(\C=C\C2=[N+](C1=CC=C(C=C1C2(C)C)S(=O)(=O)[O-])CCCCS(=O)(=O)[O-])/C2=CC(=CC=C2)CCCCC(=O)ON2C(CCC2=O)=O.[Na+].[Na+] (Sodium 2-((1E,3Z,5E)-5-(5-Chloro-3,3-dimethyl-7-(4-sulfonatobutyl)-3,7-dihydro-2H-pyrrolo[2,3-b]pyridin-2-ylidene)-3-(3-(5-(2,5-dioxopyrrolidin-1-yloxy)-5-oxopentyl)phenyl)penta-1,3-dienyl)-3,3-dimethyl-1-(4-sulfonatobutyl)-3H-indolium-5-sulfonate). As a reaction SMILES: ClC1C=C2C(C)(C)/C(=C\C=C(/C3C=CC=C(CCCCC(O[N:70]4[C:74](=[O:75])[CH2:73][CH2:72][C:71]4=[O:76])=O)C=3)\C=C\C3C(C)(C)C4C5C=C(S([O-])(=O)=O)C=C(S([O-])(=O)=O)C=5C=CC=4[N+]=3CCCCS([O-])(=O)=O)/N=C2N(CCCCS([O-])(=O)=O)C=1.[Na+:77].[Na+].[Na+].[C:80]([CH2:83][CH2:84][CH2:85][CH2:86][C:87]1[CH:88]=[C:89](/[C:93](=[CH:119]\[CH:120]=[C:121]2/[C:122]([CH3:140])([CH3:139])[C:123]3[C:124](=[N:138]/2)[N:125]([CH2:130][CH2:131][CH2:132][CH2:133][S:134]([O-:137])(=[O:136])=[O:135])[CH:126]=[C:127]([Cl:129])[CH:128]=3)/[CH:94]=[CH:95]/[C:96]2[C:104]([CH3:106])([CH3:105])[C:103]3[C:98](=[CH:99][CH:100]=[C:101]([S:107]([O-:110])(=[O:109])=[O:108])[CH:102]=3)[N+:97]=2[CH2:111][CH2:112][CH2:113][CH2:114][S:115]([O-:118])(=[O:117])=[O:116])[CH:90]=[CH:91][CH:92]=1)([OH:82])=[O:81].[Na+].[Na+]>>[Cl:129][C:127]1[CH:128]=[C:123]2[C:122]([CH3:140])([CH3:139])/[C:121](=[CH:120]\[CH:119]=[C:93](/[C:89]3[CH:90]=[CH:91][CH:92]=[C:87]([CH2:86][CH2:85][CH2:84][CH2:83][C:80]([O:82][N:70]4[C:74](=[O:75])[CH2:73][CH2:72][C:71]4=[O:76])=[O:81])[CH:88]=3)\[CH:94]=[CH:95]\[C:96]3[C:104]([CH3:105])([CH3:106])[C:103]4[C:98](=[CH:99][CH:100]=[C:101]([S:107]([O-:110])(=[O:108])=[O:109])[CH:102]=4)[N+:97]=3[CH2:111][CH2:112][CH2:113][CH2:114][S:115]([O-:118])(=[O:116])=[O:117])/[N:138]=[C:124]2[N:125]([CH2:130][CH2:131][CH2:132][CH2:133][S:134]([O-:137])(=[O:136])=[O:135])[CH:126]=1.[Na+:77].[Na+:77] |f:0.1.2.3,4.5.6,7.8.9|. Reported procedure: Compound 50 is prepared analogously to compound 29 (Example 38), except that compound 49 is used as a starting material.